From a dataset of the Open Reaction Database (ORD), a public repository of structured organic reaction records. describe an organic reaction: reactants, conditions, products, and yield Starting materials: CC1(OC2=CC=C(C=C2CC1)S(=O)(=O)NCC(=O)OC(C)(C)C)C (tert-butyl 2-(2,2-dimethylchroman-6-sulfonamido)acetate), CCN(CC)P1(=NC(C)(C)C)N(CCCN1C)C (BEMP), BrC1=CC(=C(C=C1)OC)CBr (4-bromo-2-(bromomethyl)-1-methoxybenzene). Solvent: CC#N (MeCN). Run at temperature 90 celsius. Yields the product BrC=1C=CC(=C(CN(S(=O)(=O)C=2C=C3CCC(OC3=CC2)(C)C)CC(=O)OC(C)(C)C)C1)OC (tert-butyl 2-(N-(5-bromo-2-methoxybenzyl)-2,2-dimethylchroman-6-sulfonamido)acetate). Isolated yield 89.7%. Reaction SMILES: [CH3:1][C:2]1([CH3:24])[CH2:11][CH2:10][C:9]2[C:4](=[CH:5][CH:6]=[C:7]([S:12]([NH:15][CH2:16][C:17]([O:19][C:20]([CH3:23])([CH3:22])[CH3:21])=[O:18])(=[O:14])=[O:13])[CH:8]=2)[O:3]1.CCN(P1(N(C)CCCN1C)=NC(C)(C)C)CC.[Br:43][C:44]1[CH:49]=[CH:48][C:47]([O:50][CH3:51])=[C:46]([CH2:52]Br)[CH:45]=1>CC#N>[Br:43][C:44]1[CH:49]=[CH:48][C:47]([O:50][CH3:51])=[C:46]([CH:45]=1)[CH2:52][N:15]([CH2:16][C:17]([O:19][C:20]([CH3:23])([CH3:22])[CH3:21])=[O:18])[S:12]([C:7]1[CH:8]=[C:9]2[C:4](=[CH:5][CH:6]=1)[O:3][C:2]([CH3:24])([CH3:1])[CH2:11][CH2:10]2)(=[O:14])=[O:13]. Reported procedure: To the solution of tert-butyl 2-(2,2-dimethylchroman-6-sulfonamido)acetate (500 mg, 1.407 mmol) in MeCN (15 mL) was added resin-supported BEMP (786 mg, 1.547 mmol) and 4-bromo-2-(bromomethyl)-1-methoxybenzene (500 mg, 1.786 mmol). The mixture was heated in a microwave synthesizer at 90° C. for 3 hours. The reaction mixture was filtered, rinsed alternatively by dichloromethane and methanol. The filtrate was concentrated to give a reddish orange residue, which was purified by silica chromatography...